describe an organic reaction: reactants, conditions, products, and yield From a dataset of the Open Reaction Database (ORD), a public repository of structured organic reaction records. Starting materials: [OH-].[Na+] (sodium hydroxide), C(C)(=O)C1=C(C(=C(CCl)C=C1)CCC)O (4-acetyl-3-hydroxy-2-propylbenzyl chloride), OC1=NC(=NC=C1)S (4-hydroxy-2-mercaptopyrimidine), C([O-])([O-])=O.[K+].[K+] (potassium carbonate). The reagents and catalysts are [Br-].C(CCC)[N+](CCCC)(CCCC)CCCC (tetra-n-butylammonium bromide). Run in C(C)(=O)OCC (ethyl acetate), C(C)C(=O)C (methyl ethyl ketone). Reaction conditions: temperature 60 celsius, time 1 day. The product is C(C)(=O)C1=C(C(=C(CSC2=NC=CC(=N2)O)C=C1)CCC)O (2-[(4-acetyl-3- hydroxy-2-propylbenzyl)thio]-4-hydroxypyrimidine). Yield: 23.7%. As a reaction SMILES: [C:1]([C:4]1[CH:11]=[CH:10][C:7]([CH2:8]Cl)=[C:6]([CH2:12][CH2:13][CH3:14])[C:5]=1[OH:15])(=[O:3])[CH3:2].[OH:16][C:17]1[CH:22]=[CH:21][N:20]=[C:19]([SH:23])[N:18]=1.C(=O)([O-])[O-].[K+].[K+].[OH-].[Na+]>[Br-].C([N+](CCCC)(CCCC)CCCC)CCC.C(OCC)(=O)C.C(C(C)=O)C>[C:1]([C:4]1[CH:11]=[CH:10][C:7]([CH2:8][S:23][C:19]2[N:18]=[C:17]([OH:16])[CH:22]=[CH:21][N:20]=2)=[C:6]([CH2:12][CH2:13][CH3:14])[C:5]=1[OH:15])(=[O:3])[CH3:2] |f:2.3.4,5.6,7.8|. Reported procedure: To a mixture of 0.30 g of 4-acetyl-3-hydroxy-2-propylbenzyl chloride, 0.20 g of 4-hydroxy-2-mercaptopyrimidine, 0.20 g of anhydrous potassium carbonate and 4 ml of methyl ethyl ketone was added a catalytic amount of tetra-n-butylammonium bromide. The mixture was stirred at 60° C. for 1 day. A 1N aqueous sodium hydroxide solution and ethyl acetate were added to the reaction mixture to fractionate. The organic phase was dried over anhydrous magnesium sulfate, the solvent was distilled off. The res... Procedure: Treating N-(2-thiazolylmethyl)ethylenediamine with 2-dimethylaminoethyl isothiocyanate by the procedure of Example 40, then concentrating and separating by column chromatography gives the title compound. As a reaction SMILES: [S:1]1[CH:5]=[CH:4][N:3]=[C:2]1[CH2:6][NH:7][CH2:8][CH2:9][NH2:10].[CH3:11][N:12]([CH3:18])[CH2:13][CH2:14][N:15]=[C:16]=[S:17]>>[CH3:11][N:12]([CH3:18])[CH2:13][CH2:14][NH:15][C:16]([NH:10][CH2:9][CH2:8][NH:7][CH2:6][C:2]1[S:1][CH:5]=[CH:4][N:3]=1)=[S:17]. The reactants are S1C(=NC=C1)CNCCN (N-(2-thiazolylmethyl)ethylenediamine), CN(CCN=C=S)C (2-dimethylaminoethyl isothiocyanate). Yields the product CN(CCNC(=S)NCCNCC=1SC=CN1)C (N-(2-Dimethylaminoethyl)-N'-[2-(2-thiazolylmethylamino)ethyl]-thiourea). Starting materials: C1CCOC1, CC(=O)O, CC=O, COc1ccc(Cn2nc(CC3CCNCC3)c3c(Oc4ccc(NC(=O)c5nccn(-c6ccc(F)cc6)c5=O)cc4F)ccnc32)cc1. Yields the product CCN1CCC(Cc2nn(Cc3ccc(OC)cc3)c3nccc(Oc4ccc(NC(=O)c5nccn(-c6ccc(F)cc6)c5=O)cc4F)c23)CC1. RXN SMILES: [CH2:58]1[O:59][CH2:60][CH2:61][CH2:62]1.[CH3:54][C:55](=[O:56])[OH:57].[CH:51]([CH3:52])=[O:53].[F:1][c:2]1[cH:3][c:4]([NH:34][C:35](=[O:36])[c:37]2[n:38][cH:39][cH:40][n:41](-[c:44]3[cH:45][cH:46][c:47]([F:50])[cH:48][cH:49]3)[c:42]2=[O:43])[cH:5][cH:6][c:7]1[O:8][c:9]1[c:10]2[c:11]([n:12][cH:13][cH:14]1)[n:15]([CH2:25][c:26]1[cH:27][cH:28][c:29]([O:32][CH3:33])[cH:30][cH:31]1)[n:16][c:17]2[CH2:18][CH:19]1[CH2:20][CH2:21][NH:22][CH2:23][CH2:24]1>>[F:1][c:2]1[cH:3][c:4]([NH:34][C:35](=[O:36])[c:37]2[n:38][cH:39][cH:40][n:41](-[c:44]3[cH:45][cH:46][c:47]([F:50])[cH:48][cH:49]3)[c:42]2=[O:43])[cH:5][cH:6][c:7]1[O:8][c:9]1[c:10]2[c:11]([n:12][cH:13][cH:14]1)[n:15]([CH2:25][c:26]1[cH:27][cH:28][c:29]([O:32][CH3:33])[cH:30][cH:31]1)[n:16][c:17]2[CH2:18][CH:19]1[CH2:20][CH2:21][N:22]([CH2:51][CH3:52])[CH2:23][CH2:24]1. Reactants: [N+](=[N-])=CC(=O)OCC (ethyl diazoacetate), C1(=CC=CC=C1)C(N1CC(C1)O)C1=CC=CC=C1 (1-(diphenylmethyl)azetidin-3-ol), [N+](=[N-])=CC(=O)OCC (ethyl diazoacetate). Reagents/catalysts: CC(=O)[O-].CC(=O)[O-].CC(=O)[O-].CC(=O)[O-].[Rh+2].[Rh+2] (rhodium(II) acetate dimer). The solvent is C1(=CC=CC=C1)C (toluene). Reaction conditions: temperature 80 celsius, time 3 hour. The product is C1(=CC=CC=C1)C(N1CC(C1)OCC(=O)OCC)C1=CC=CC=C1 (ethyl {[1-(diphenylmethyl)azetidin-3-yl]oxy}acetate). Isolated yield 55.2%. RXN SMILES: [C:1]1([CH:7]([C:13]2[CH:18]=[CH:17][CH:16]=[CH:15][CH:14]=2)[N:8]2[CH2:11][CH:10]([OH:12])[CH2:9]2)[CH:6]=[CH:5][CH:4]=[CH:3][CH:2]=1.[N+](=[CH:21][C:22]([O:24][CH2:25][CH3:26])=[O:23])=[N-]>C1(C)C=CC=CC=1.CC([O-])=O.CC([O-])=O.CC([O-])=O.CC([O-])=O.[Rh+2].[Rh+2]>[C:13]1([CH:7]([C:1]2[CH:2]=[CH:3][CH:4]=[CH:5][CH:6]=2)[N:8]2[CH2:11][CH:10]([O:12][CH2:21][C:22]([O:24][CH2:25][CH3:26])=[O:23])[CH2:9]2)[CH:14]=[CH:15][CH:16]=[CH:17][CH:18]=1 |f:3.4.5.6.7.8|. Procedure details: To a suspension of 1-(diphenylmethyl)azetidin-3-ol (12 g) and rhodium(II) acetate dimer (1.1 g) in toluene (150 mL) was added dropwise ethyl diazoacetate (6.28 g) at 80° C. The mixture was stirred at 80° C. for 3 hr. Furthermore, ethyl diazoacetate (6.28 g) was added dropwise at 80° C., and the mixture was stirred at 80° C. for 3 hr. The mixture was allowed to cool, and filtered through a silica gel short column. The filtrate was concentrated under reduced pressure and the residue was purified b... Starting materials: C([O-])([O-])=O.[K+].[K+] (potassium carbonate), IC (iodomethane), CN(C=O)C (N,N-dimethylformamide), ClC1=C(C(=O)O)C=C(C(=C1)N1CCN(CC1)C1=C(C=CC=C1)C)[N+](=O)[O-] (2-chloro-5-nitro-4-(4-o-tolyl-piperazin-1-yl)-benzoic acid). The solvent is O (water). Product: COC(C1=C(C=C(C(=C1)[N+](=O)[O-])N1CCN(CC1)C1=C(C=CC=C1)C)Cl)=O (2-Chloro-5-nitro-4-(4-o-tolyl-piperazin-1-yl)-benzoic acid methyl ester). Isolated yield 92.8%. Reaction SMILES: [C:1](=O)([O-])[O-].[K+].[K+].CN(C)C=O.[Cl:12][C:13]1[CH:21]=[C:20]([N:22]2[CH2:27][CH2:26][N:25]([C:28]3[CH:33]=[CH:32][CH:31]=[CH:30][C:29]=3[CH3:34])[CH2:24][CH2:23]2)[C:19]([N+:35]([O-:37])=[O:36])=[CH:18][C:14]=1[C:15]([OH:17])=[O:16].IC>O>[CH3:1][O:16][C:15](=[O:17])[C:14]1[CH:18]=[C:19]([N+:35]([O-:37])=[O:36])[C:20]([N:22]2[CH2:27][CH2:26][N:25]([C:28]3[CH:33]=[CH:32][CH:31]=[CH:30][C:29]=3[CH3:34])[CH2:24][CH2:23]2)=[CH:21][C:13]=1[Cl:12] |f:0.1.2|. Procedure details: In a 250 ml round bottom flask equipped with a magnetic stir bar, the potassium carbonate (2.06 g, 14.91 mmol) was suspended in clean, dry N,N-dimethylformamide (50.00 ml, 645.74 mmol) and the mixture was stirred together under nitrogen at room temperature as the 2-chloro-5-nitro-4-(4-o-tolyl-piperazin-1-yl)-benzoic acid 1d (2.54 g, 6.76 mmol) was added in one portion. The mixture was stirred until it appeared all the organic solids were in solution and then iodomethane (0.46 ml, 7.39 mmol) was ... Reactants: BrCC=1C(=C(C(=O)OC)C=CC1)Cl (methyl 3-(bromomethyl)-2-chlorobenzoate), [C-]#N.[Na+] (sodium cyanide). The solvent is C(C)(=O)OCC (ethyl acetate), CCCCCC (hexane), CN(C=O)C (N,N-dimethylformamide). Reaction conditions: temperature 80 celsius, time 1 hour. Yields the product ClC1=C(C(=O)OC)C=CC=C1CC#N (methyl 2-chloro-3-(cyanomethyl)benzoate). Yield: 78.9%. RXN SMILES: Br[CH2:2][C:3]1[C:4]([Cl:13])=[C:5]([CH:10]=[CH:11][CH:12]=1)[C:6]([O:8][CH3:9])=[O:7].[C-:14]#[N:15].[Na+]>CN(C)C=O.C(OCC)(=O)C.CCCCCC>[Cl:13][C:4]1[C:3]([CH2:2][C:14]#[N:15])=[CH:12][CH:11]=[CH:10][C:5]=1[C:6]([O:8][CH3:9])=[O:7] |f:1.2|. Procedure details: To a solution of methyl 3-(bromomethyl)-2-chlorobenzoate (748 mg, 2.84 mmol) in N,N-dimethylformamide (7 mL) was added sodium cyanide (412 mg, 8.41 mmol), and the mixture was stirred under a nitrogen stream at 80° C. for 1 hr. The reaction mixture was diluted with a mixed solvent of ethyl acetate and hexane (1:1). The solution was washed with water and saturated brine, dried over anhydrous magnesium sulfate, and filtered. The solvent was evaporated under reduced pressure, and the obtained residu... Reactants: CN(C)C=O, CCOC(C)=O, CS(=O)(=O)OC1CN(C(c2ccccc2)c2ccccc2)C1, [H-], [Na+], c1c[nH]cn1. The product is c1ccc(C(c2ccccc2)N2CC(n3ccnc3)C2)cc1. RXN SMILES: [CH3:30][N:31]([CH3:32])[CH:33]=[O:34].[CH3:35][CH2:36][O:37][C:38](=[O:39])[CH3:40].[CH:8]([c:9]1[cH:10][cH:11][cH:12][cH:13][cH:14]1)([c:15]1[cH:16][cH:17][cH:18][cH:19][cH:20]1)[N:21]1[CH2:22][CH:23]([O:25][S:26]([CH3:27])(=[O:28])=[O:29])[CH2:24]1.[H-:6].[Na+:7].[nH:1]1[cH:2][n:3][cH:4][cH:5]1>>[n:1]1([CH:23]2[CH2:22][N:21]([CH:8]([c:9]3[cH:10][cH:11][cH:12][cH:13][cH:14]3)[c:15]3[cH:16][cH:17][cH:18][cH:19][cH:20]3)[CH2:24]2)[cH:2][n:3][cH:4][cH:5]1.